From a dataset of the Open Reaction Database (ORD), a public repository of structured organic reaction records. describe an organic reaction: reactants, conditions, products, and yield The reactants are CC(=O)O, Cn1ncc2c(F)c(C(C)(O)c3cnc4ccc(Cl)nn34)c(F)cc21, I, O=[PH2]O. Product: CC(c1c(F)cc2c(cnn2C)c1F)c1cnc2ccc(Cl)nn12. RXN SMILES: [CH3:30][C:31](=[O:32])[OH:33].[Cl:1][c:2]1[cH:3][cH:4][c:5]2[n:6]([n:7]1)[c:8]([C:11]([CH3:12])([OH:13])[c:14]1[c:15]([F:25])[c:16]3[cH:17][n:18][n:19]([CH3:24])[c:20]3[cH:21][c:22]1[F:23])[cH:9][n:10]2.[I:26].[PH2:27](=[O:28])[OH:29]>>[Cl:1][c:2]1[cH:3][cH:4][c:5]2[n:6]([n:7]1)[c:8]([CH:11]([CH3:12])[c:14]1[c:15]([F:25])[c:16]3[cH:17][n:18][n:19]([CH3:24])[c:20]3[cH:21][c:22]1[F:23])[cH:9][n:10]2. The reactants are N1=C(C=CC=C1)C(=O)C=O (2-pyridylglyoxal), C(O)(O)=O.NNC(=N)N (aminoguanidine hydrogen carbonate). The solvent is CCO (EtOH). Yields the product N1=C(C=CC=C1)C=1N=C(N=NC1)N (5-(Pyridin-2-yl)-1,2,4-triazin-3-amine). The yield is 19.7%. Reaction SMILES: [N:1]1[CH:6]=[CH:5][CH:4]=[CH:3][C:2]=1[C:7]([CH:9]=O)=O.C(=O)(O)O.[NH2:15][NH:16][C:17]([NH2:19])=[NH:18]>CCO>[N:1]1[CH:6]=[CH:5][CH:4]=[CH:3][C:2]=1[C:7]1[N:18]=[C:17]([NH2:19])[N:16]=[N:15][CH:9]=1 |f:1.2|. Procedure details: 5-(Pyridin-2-yl)-1,2,4-triazin-3-amine (1.5 g, 8% over 2 steps) was prepared from a crude sample of 2-pyridylglyoxal (8.0 g) and aminoguanidine hydrogen carbonate (6.0 g, 44 mmol). The reagents were refluxed in EtOH (100 mL) for 4 hours. The reaction mixture was then cooled, concentrated under reduced pressure and purified by gradient flash chromatography (eluting with 0-30% ethyl acetate/hexane). The sample contained a mixture of isomers at this stage and was used without further purification.